This data is from the Open Reaction Database (ORD), a public repository of structured organic reaction records. The task is: describe an organic reaction: reactants, conditions, products, and yield The reactants are CO, CC(C)(C)OC(=O)N1CCCC1C#CCN1CCCC1. Yields the product C(#CC1CCCN1)CN1CCCC1. Reaction SMILES: [CH3:21][OH:22].[N:1]1([CH2:6][C:7]#[C:8][CH:9]2[N:10]([C:14]([O:15][C:16]([CH3:17])([CH3:18])[CH3:19])=[O:20])[CH2:11][CH2:12][CH2:13]2)[CH2:2][CH2:3][CH2:4][CH2:5]1>>[N:1]1([CH2:6][C:7]#[C:8][CH:9]2[NH:10][CH2:11][CH2:12][CH2:13]2)[CH2:2][CH2:3][CH2:4][CH2:5]1. The product is O=C1N(C(C2=CC=CC=C12)=O)CC(=O)OC(CN1C(=NC=2C(=NC=3C=CC=CC3C21)N2C(C1=CC=CC=C1C2=O)=O)COCC)(C)C (1-(4-(1,3-Dioxoisoindolin-2-yl)-2-(ethoxymethyl)-1H-imidazo[4,5-c]quinolin-1-yl)-2-methylpropan-2-yl 2-(1,3-dioxoisoindolin-2- yl)acetate). The yield is 85.8%. The reactants are C(C)OCC=1N(C2=C(C(=NC=3C=CC=CC23)N2C(C3=CC=CC=C3C2=O)=O)N1)CC(C)(C)O (2-(2-(Ethoxymethyl)-1-(2-hydroxy-2-methylpropyl)-1H-imidazo[4,5-c]quinolin-4-yl)isoindoline-1,3-dione), C(C)(C)N=C=NC(C)C (N,N′-diisopropylcarbodiimide), O=C1N(C(C2=CC=CC=C12)=O)CC(=O)O (1,3-dihydro-1,3-dioxo-2H-isoindole-2-acetic acid), N1(CCCC1)C1=CC=NC=C1 (4-(1-pyrrolidinyl)-pyridine). Reaction conditions: temperature 50 celsius, time 2 hour. Reported procedure: 2-(2-(Ethoxymethyl)-1-(2-hydroxy-2-methylpropyl)-1H-imidazo[4,5-c]quinolin-4-yl)isoindoline-1,3-dione (1600 mg, 3.6 mmol), 1,3-dihydro-1,3-dioxo-2H-isoindole-2-acetic acid (CAN 4702-13-0, 2.22 g, 10.8 mmol) and 4-(1-pyrrolidinyl)-pyridine (800 mg, 5.4 mmol) were combined with DCM (36 mL) to give a white suspension. N,N′-diisopropylcarbodiimide (1.68 mL, 10.8 mmol) and molecular sieves were added. The reaction mixture was heated to 50° C. and stirred for 2 hours and was, after cooling, filtered. ... RXN SMILES: [CH2:1]([O:3][CH2:4][C:5]1[N:6]([CH2:29][C:30]([OH:33])([CH3:32])[CH3:31])[C:7]2[C:16]3[CH:15]=[CH:14][CH:13]=[CH:12][C:11]=3[N:10]=[C:9]([N:17]3[C:25](=[O:26])[C:24]4[C:19](=[CH:20][CH:21]=[CH:22][CH:23]=4)[C:18]3=[O:27])[C:8]=2[N:28]=1)[CH3:2].[O:34]=[C:35]1[C:43]2[C:38](=[CH:39][CH:40]=[CH:41][CH:42]=2)[C:37](=[O:44])[N:36]1[CH2:45][C:46](O)=[O:47].N1(C2C=CN=CC=2)CCCC1.C(N=C=NC(C)C)(C)C>C(Cl)Cl>[O:34]=[C:35]1[C:43]2[C:38](=[CH:39][CH:40]=[CH:41][CH:42]=2)[C:37](=[O:44])[N:36]1[CH2:45][C:46]([O:33][C:30]([CH3:32])([CH3:31])[CH2:29][N:6]1[C:7]2[C:16]3[CH:15]=[CH:14][CH:13]=[CH:12][C:11]=3[N:10]=[C:9]([N:17]3[C:18](=[O:27])[C:19]4[C:24](=[CH:23][CH:22]=[CH:21][CH:20]=4)[C:25]3=[O:26])[C:8]=2[N:28]=[C:5]1[CH2:4][O:3][CH2:1][CH3:2])=[O:47]. Run in C(Cl)Cl (DCM). The reactants are Example 2, C1=CC=C(C=C1)N/N=C\2/C(=CC3=CC(=C(C(=C3C2=O)N)N=NC4=CC=C(C=C4)[N+](=O)[O-])S(=O)(=O)[O-])S(=O)(=O)[O-].[Na+].[Na+] (nigrosine), C(CCCCCCCCCCCCCCCCCCCCC)[NH-] (docosanylamide), CC(=C)CC(C)(C)C.C1(\C=C/C(=O)O1)=O (diisobutylene maleic anhydride). Product: C=CCCCCCCCCCCCCCCCC (octadecene). As a reaction SMILES: C1C=CC(N/N=C2/C(S([O-])(=O)=O)=CC3C(C/2=O)=C(N)C(N=NC2C=CC([N+]([O-])=O)=CC=2)=C(S([O-])(=O)=O)C=3)=CC=1.[Na+].[Na+].[CH2:42]([NH-])[CH2:43][CH2:44][CH2:45][CH2:46][CH2:47][CH2:48][CH2:49][CH2:50][CH2:51][CH2:52][CH2:53][CH2:54][CH2:55][CH2:56][CH2:57][CH2:58][CH2:59]CCCC.CC(CC(C)(C)C)=C.C1(=O)OC(=O)C=C1>>[CH2:42]=[CH:43][CH2:44][CH2:45][CH2:46][CH2:47][CH2:48][CH2:49][CH2:50][CH2:51][CH2:52][CH2:53][CH2:54][CH2:55][CH2:56][CH2:57][CH2:58][CH3:59] |f:0.1.2,4.5|. Reported procedure: The white resin dispersion obtained in Production Example 2 (32 g), 2.5 g of the nigrosine dispersion obtained in Example 1, and 0.02 g of a half docosanylamide of diisobutylene/maleic anhydride copolymer were diluted with 1 liter of Isopar G to prepare a liquid developer.